From a dataset of the Open Reaction Database (ORD), a public repository of structured organic reaction records. describe an organic reaction: reactants, conditions, products, and yield The reactants are CCCCOc1cc(C(F)(F)F)ccc1C=CC(=O)O, Cl, CCC(N)c1cc(F)c(NS(C)(=O)=O)c(F)c1. Yields the product CCCCOc1cc(C(F)(F)F)ccc1C=CC(=O)NC(CC)c1cc(F)c(NS(C)(=O)=O)c(F)c1. RXN SMILES: [CH2:19]([CH2:20][CH2:21][CH3:22])[O:23][c:24]1[c:25]([CH:34]=[CH:35][C:36](=[O:37])[OH:38])[cH:26][cH:27][c:28]([C:30]([F:31])([F:32])[F:33])[cH:29]1.[ClH:18].[NH2:1][CH:2]([CH2:3][CH3:4])[c:5]1[cH:6][c:7]([F:17])[c:8]([NH:12][S:13](=[O:14])(=[O:15])[CH3:16])[c:9]([F:11])[cH:10]1>>[NH:1]([CH:2]([CH2:3][CH3:4])[c:5]1[cH:6][c:7]([F:17])[c:8]([NH:12][S:13](=[O:14])(=[O:15])[CH3:16])[c:9]([F:11])[cH:10]1)[C:36]([CH:35]=[CH:34][c:25]1[c:24]([O:23][CH2:19][CH2:20][CH2:21][CH3:22])[cH:29][c:28]([C:30]([F:31])([F:32])[F:33])[cH:27][cH:26]1)=[O:37]. The product is C(C)(C)(C)O[C@H](C(=O)OC)C1=C2C3=CC=C4OCCC(CC=CCCC=5C=CC=CC5C5=CC=CC(C6=NN2C(N=C1C)=C6)=C5)C4=C3 (Methyl (2S)-2-(tert-butoxy)-2-[4-methyl-29-oxa-5,7,8-triazaheptacyclo[24.6.2.16,9.110,14.02,7.015,20.030,34]hexatriaconta-1 (32), 2,4,6(36),8,10(35), 11, 13, 15(20), 16,18,23,30,33-tetradecaen-3-yl]acetate). The reagents and catalysts are CC1=CC(=C(C(=C1)C)N2CCN(C2=[Ru](=CC3=CC=CC=C3OC(C)C)(Cl)Cl)C4=C(C=C(C=C4C)C)C)C (Hoveyda-Grubbs). Reactants: C(C=C)C1CCOC2=CC=C(C=C12)C1=C(C(=NC=2N1N=C(C2)C=2C=C(C=CC2)C2=C(C=CC=C2)CCC=C)C)[C@@H](C(=O)OC)OC(C)(C)C ((2S)-methyl 2-(7-(4-allylchroman-6-yl)-2-(2′-(but-3-en-1-yl)-[1,1′-biphenyl]-3-yl)-5-methylpyrazolo[1,5-a]pyrimidin-6-yl)-2-(tert-butoxy)acetate), ClCCCl (DCE). Reaction SMILES: [CH2:1]([CH:4]1[C:13]2[C:8](=[CH:9][CH:10]=[C:11]([C:14]3[N:19]4[N:20]=[C:21](C5C=C(C6C=CC=CC=6CCC=C)C=CC=5)[CH:22]=[C:18]4[N:17]=[C:16]([CH3:39])[C:15]=3[C@H:40]([O:45][C:46]([CH3:49])([CH3:48])[CH3:47])[C:41]([O:43][CH3:44])=[O:42])[CH:12]=2)[O:7][CH2:6][CH2:5]1)[CH:2]=[CH2:3].Cl[CH2:51][CH2:52]Cl>CC1C=C(C)C(N2C(=[Ru](Cl)(Cl)=CC3C(OC(C)C)=CC=CC=3)N(C3C(C)=CC(C)=CC=3C)CC2)=C(C)C=1>[C:46]([O:45][C@@H:40]([C:15]1[C:16]([CH3:39])=[N:17][C:18]2=[CH:22][C:21]3=[N:20][N:19]2[C:14]=1[C:11]1[CH:12]=[C:13]2[C:8]([O:7][CH2:6][CH2:5][CH:4]2[CH2:1][CH:2]=[CH:3][CH2:15][CH2:14][C:11]2[CH:10]=[CH:9][CH:8]=[CH:13][C:12]=2[C:52]2[CH:51]=[C:3]3[CH:2]=[CH:1][CH:4]=2)=[CH:9][CH:10]=1)[C:41]([O:43][CH3:44])=[O:42])([CH3:49])([CH3:47])[CH3:48]. Reaction conditions: time 90 minute. Procedure details: A solution of (2S)-methyl 2-(7-(4-allylchroman-6-yl)-2-(2′-(but-3-en-1-yl)-[1,1′-biphenyl]-3-yl)-5-methylpyrazolo[1,5-a]pyrimidin-6-yl)-2-(tert-butoxy)acetate (0.054 g, 0.082 mmol) in DCE (5.0 mL) was heated (70° C.), then treated with Hoveyda-Grubbs Cat. 2nd Gen. (5 mg, 8 μmol). The reaction was stirred for 90 min. The reaction was cooled, then concentrated and the residue was used immediately in the following step. LCMS (M+H)=628.4. The reactants are CO, O=C1CCC(COC2CCCCO2)N1C(=O)Nc1ccccc1, Cc1ccc(S(=O)(=O)O)cc1. Product: O=C1CCC(CO)N1C(=O)Nc1ccccc1. Reaction SMILES: [CH3:35][OH:36].[c:1]1([NH:7][C:8](=[O:9])[N:10]2[C:11](=[O:23])[CH2:12][CH2:13][CH:14]2[CH2:15][O:16][CH:17]2[CH2:18][CH2:19][CH2:20][CH2:21][O:22]2)[cH:2][cH:3][cH:4][cH:5][cH:6]1.[c:24]1([CH3:25])[cH:26][cH:27][c:28]([S:29]([OH:30])(=[O:31])=[O:32])[cH:33][cH:34]1>>[c:1]1([NH:7][C:8](=[O:9])[N:10]2[C:11](=[O:23])[CH2:12][CH2:13][CH:14]2[CH2:15][OH:16])[cH:2][cH:3][cH:4][cH:5][cH:6]1. Starting materials: CCCCCCCCBr, CCOc1cnc(-c2ccc(O)cc2)nc1, CCO, [K+], [OH-]. Yields the product CCCCCCCCOc1ccc(-c2ncc(OCC)cn2)cc1. RXN SMILES: [CH2:19]([CH2:20][CH2:21][CH2:22][CH2:23][CH2:24][CH2:25][CH3:26])[Br:27].[CH2:1]([CH3:2])[O:3][c:4]1[cH:5][n:6][c:7](-[c:10]2[cH:11][cH:12][c:13]([OH:16])[cH:14][cH:15]2)[n:8][cH:9]1.[CH3:28][CH2:29][OH:30].[K+:18].[OH-:17]>>[CH2:1]([CH3:2])[O:3][c:4]1[cH:5][n:6][c:7](-[c:10]2[cH:11][cH:12][c:13]([O:16][CH2:19][CH2:20][CH2:21][CH2:22][CH2:23][CH2:24][CH2:25][CH3:26])[cH:14][cH:15]2)[n:8][cH:9]1. Reactants: BrCCCl (2-bromochloroethane), BrCCBr (1,2-dibromoethane), N1=CNC(C=C1)=O (4-pyrimidone), 1-ethoxycarbonyl-2H-indazolin-3-one. The product is O=C1C=CN=CN1CCCl (2-(1,6-dihydro-6-oxopyrimidin-1-yl)ethyl chloride), N1=CNC(C=C1)=O (4-pyrimidone). RXN SMILES: [N:1]1[CH:6]=[CH:5][C:4](=[O:7])[NH:3][CH:2]=1.Br[CH2:9][CH2:10][Cl:11].BrCCBr>>[O:7]=[C:4]1[N:3]([CH2:9][CH2:10][Cl:11])[CH:2]=[N:1][CH:6]=[CH:5]1.[N:1]1[CH:6]=[CH:5][C:4](=[O:7])[NH:3][CH:2]=1. Reported procedure: When an equivalent amount of 4-pyrimidone is substituted for 1-ethoxycarbonyl-2H-indazolin-3-one and 2-bromochloroethane is substituted for 1,2-dibromoethane in the procedure of Example 19, 2-(1,6-dihydro-6-oxopyrimidin-1-yl)ethyl chloride is isolated after column chromatography (4-pyrimidone, Aldrich, 34%, B). Starting materials: CC[SiH](CC)CC, CC(C)C(O)c1ccc2c(c1)C(C)(C)CO2, ClCCl, O, O=C(O)C(F)(F)F. The product is CC(C)Cc1ccc2c(c1)C(C)(C)CO2. As a reaction SMILES: [CH2:17]([SiH:18]([CH2:19][CH3:20])[CH2:21][CH3:22])[CH3:23].[CH3:1][C:2]1([CH3:16])[CH2:3][O:4][c:5]2[c:6]1[cH:7][c:8]([CH:11]([CH:12]([CH3:13])[CH3:14])[OH:15])[cH:9][cH:10]2.[Cl:32][CH2:33][Cl:34].[OH2:31].[OH:24][C:25]([C:26]([F:27])([F:28])[F:29])=[O:30]>>[CH3:1][C:2]1([CH3:16])[CH2:3][O:4][c:5]2[c:6]1[cH:7][c:8]([CH2:11][CH:12]([CH3:13])[CH3:14])[cH:9][cH:10]2.